From a dataset of the Open Reaction Database (ORD), a public repository of structured organic reaction records. describe an organic reaction: reactants, conditions, products, and yield The reactants are O=C([O-])[O-], COc1cc2c(Cl)ncnc2cc1OCC1CCN(C)CC1, Oc1ccc2[nH]ccc2c1F, [K+], [K+], CN(C)C=O. Yields the product COc1cc2c(Oc3ccc4[nH]ccc4c3F)ncnc2cc1OCC1CCN(C)CC1. As a reaction SMILES: [C:34](=[O:35])([O-:36])[O-:37].[Cl:1][c:2]1[n:3][cH:4][n:5][c:6]2[cH:7][c:8]([O:14][CH2:15][CH:16]3[CH2:17][CH2:18][N:19]([CH3:22])[CH2:20][CH2:21]3)[c:9]([O:12][CH3:13])[cH:10][c:11]12.[F:23][c:24]1[c:25]2[cH:26][cH:27][nH:28][c:29]2[cH:30][cH:31][c:32]1[OH:33].[K+:38].[K+:39].[O:40]=[CH:41][N:42]([CH3:43])[CH3:44]>>[c:2]1([O:33][c:32]2[c:24]([F:23])[c:25]3[cH:26][cH:27][nH:28][c:29]3[cH:30][cH:31]2)[n:3][cH:4][n:5][c:6]2[cH:7][c:8]([O:14][CH2:15][CH:16]3[CH2:17][CH2:18][N:19]([CH3:22])[CH2:20][CH2:21]3)[c:9]([O:12][CH3:13])[cH:10][c:11]12. Reactants: C1CCOC1, COC(=O)c1cc(Cl)ccc1NC(=O)COCC(=O)N(Cc1ccc(F)cc1)Cc1ccc(F)cc1, [Na+], [OH-]. Product: O=C(COCC(=O)N(Cc1ccc(F)cc1)Cc1ccc(F)cc1)Nc1ccc(Cl)cc1C(=O)[O-], [Na+]. Reaction SMILES: [CH2:39]1[O:40][CH2:41][CH2:42][CH2:43]1.[F:1][c:2]1[cH:3][cH:4][c:5]([CH2:6][N:7]([C:8]([CH2:9][O:10][CH2:11][C:12](=[O:13])[NH:14][c:15]2[c:16]([C:17](=[O:18])[O:19][CH3:20])[cH:21][c:22]([Cl:25])[cH:23][cH:24]2)=[O:26])[CH2:27][c:28]2[cH:29][cH:30][c:31]([F:34])[cH:32][cH:33]2)[cH:35][cH:36]1.[Na+:38].[OH-:37]>>[F:1][c:2]1[cH:3][cH:4][c:5]([CH2:6][N:7]([C:8]([CH2:9][O:10][CH2:11][C:12](=[O:13])[NH:14][c:15]2[c:16]([C:17](=[O:18])[O-:19])[cH:21][c:22]([Cl:25])[cH:23][cH:24]2)=[O:26])[CH2:27][c:28]2[cH:29][cH:30][c:31]([F:34])[cH:32][cH:33]2)[cH:35][cH:36]1.[Na+:38].